From a dataset of the Open Reaction Database (ORD), a public repository of structured organic reaction records. describe an organic reaction: reactants, conditions, products, and yield Starting materials: CCN=C=NCCCN(C)C, CCN(C(C)C)C(C)C, [Cl-], O=C(O)c1cc(Cl)ccc1-n1cnnn1, Cl, [NH4+], CN(C)C=O, O, On1nnc2cccnc21. Yields the product NC(=O)c1cc(Cl)ccc1-n1cnnn1. Reaction SMILES: [CH3:19][N:20]([CH3:21])[CH2:22][CH2:23][CH2:24][N:25]=[C:26]=[N:27][CH2:28][CH3:29].[CH:40]([N:41]([CH2:42][CH3:43])[CH:44]([CH3:45])[CH3:46])([CH3:47])[CH3:48].[Cl-:16].[Cl:1][c:2]1[cH:3][cH:4][c:5](-[n:11]2[n:12][n:13][n:14][cH:15]2)[c:6]([C:7](=[O:8])[OH:9])[cH:10]1.[ClH:18].[NH4+:17].[O:49]=[CH:50][N:51]([CH3:52])[CH3:53].[OH2:54].[OH:30][n:31]1[c:32]2[n:33][cH:34][cH:35][cH:36][c:37]2[n:38][n:39]1>>[Cl:1][c:2]1[cH:3][cH:4][c:5](-[n:11]2[n:12][n:13][n:14][cH:15]2)[c:6]([C:7](=[O:8])[NH2:20])[cH:10]1. Reactants: CC1=CC=C(C=C1)S(=O)(=O)OCC1OC2=C(C1)C(=C(C=C2Br)F)F ((±)-(7-bromo-4,5-difluoro-2,3-dihydro-1-benzofuran-2-yl)methyl 4-methylbenzenesulfonate), C([O-])([O-])=O.[K+].[K+] (potassium carbonate), Intermediate 118, CC1=C(C=CC=C1)B(O)O (2-methylphenyl boronic acid), dichloro[1,1′-bis(diphenylphosphino)ferrocene]palladium(II)dichloromethane. The product is CC1=CC=C(C=C1)S(=O)(=O)OCC1OC2=C(C1)C(=C(C=C2C2=C(C=CC=C2)C)F)F ((±)-[4,5-difluoro-7-(2-methylphenyl)-2,3-dihydro-1-benzofuran-2-yl]methyl 4-methylbenzenesulfonate). The yield is 84.1%. Reaction SMILES: [CH3:1][C:2]1[CH:7]=[CH:6][C:5]([S:8]([O:11][CH2:12][CH:13]2[CH2:17][C:16]3[C:18]([F:24])=[C:19]([F:23])[CH:20]=[C:21](Br)[C:15]=3[O:14]2)(=[O:10])=[O:9])=[CH:4][CH:3]=1.[CH3:25][C:26]1[CH:31]=[CH:30][CH:29]=[CH:28][C:27]=1B(O)O.C(=O)([O-])[O-].[K+].[K+]>>[CH3:1][C:2]1[CH:7]=[CH:6][C:5]([S:8]([O:11][CH2:12][CH:13]2[CH2:17][C:16]3[C:18]([F:24])=[C:19]([F:23])[CH:20]=[C:21]([C:27]4[CH:28]=[CH:29][CH:30]=[CH:31][C:26]=4[CH3:25])[C:15]=3[O:14]2)(=[O:10])=[O:9])=[CH:4][CH:3]=1 |f:2.3.4|. Procedure: Treatment of (±)-(7-bromo-4,5-difluoro-2,3-dihydro-1-benzofuran-2-yl)methyl 4-methylbenzenesulfonate (1.5 g, 3.59 mmol) with 2-methylphenyl boronic acid (0.732 g, 5.38 mmol), dichloro[1,1′-bis(diphenylphosphino)ferrocene]palladium(II)dichloromethane adduct (0.293 g, 0.359 mmol), and potassium carbonate (0.993 g, 7.18 mmol) generally according to the procedure described for Intermediate 118 afforded 1.3 g (84%) of (±)-[4,5-difluoro-7-(2-methylphenyl)-2,3-dihydro-1-benzofuran-2-yl]methyl 4-methylb... Starting materials: C1(=CC=CC=C1)C1(CCCCC1)C#N (1-Phenylcyclohexane carbonitrile). Reagents/catalysts: [Ni] (Raney nickel). Solvent: CO (methanol). Yields the product C1(=CC=CC=C1)C1(CCCCC1)CN ((1-Phenylcyclohexyl)methylamine). RXN SMILES: [C:1]1([C:7]2([C:13]#[N:14])[CH2:12][CH2:11][CH2:10][CH2:9][CH2:8]2)[CH:6]=[CH:5][CH:4]=[CH:3][CH:2]=1>CO.[Ni]>[C:1]1([C:7]2([CH2:13][NH2:14])[CH2:12][CH2:11][CH2:10][CH2:9][CH2:8]2)[CH:6]=[CH:5][CH:4]=[CH:3][CH:2]=1. Procedure details: 1-Phenylcyclohexane carbonitrile is reduced with H2 in methanol containing 16% ammonia with a Raney nickel catalyst. The catalyst is filtered off and (1-phenylcyclohexyl)methylamine is precipitated as its hydrochloride salt m.p. 230°-33° C., by treatment with methanolic HCl and isopropyl ether.